From a dataset of the Open Reaction Database (ORD), a public repository of structured organic reaction records. describe an organic reaction: reactants, conditions, products, and yield Starting materials: C1(=CC=CC=C1)P(C1=CC=CC=C1)C1=CC=CC=C1 (triphenylphosphine), [N+](=O)([O-])C1=CC=C(COC(C(Cl)N2C([C@@H]([C@H]2SC(CCCNC(=O)OCC2=CC=C(C=C2)[N+](=O)[O-])=O)OC)=O)=O)C=C1 (2-[(3S,4R)-4-(4-p-nitrobenzyloxycarbonylaminobutyrylthio)-3-methoxy-2-oxoazetidin-1-yl]-2-chloroacetic acid p-nitrobenzyl ester), S(=O)(Cl)Cl (thionyl chloride), [N+](=O)([O-])C1=CC=C(COC(CO)=O)C=C1 (2-hydroxyacetic acid p-nitrobenzyl ester). The solvent is O1CCCC1 (tetrahydrofuran), O1CCCC1 (tetrahydrofuran), O1CCCC1 (tetrahydrofuran), C(C)N(CC)CC (triethylamine), C(Cl)Cl (CH2Cl2). Yields the product [N+](=O)([O-])C1=CC=C(COC(C(=P(C2=CC=CC=C2)(C2=CC=CC=C2)C2=CC=CC=C2)N2C([C@@H]([C@H]2SC(CCCNC(=O)OCC2=CC=C(C=C2)[N+](=O)[O-])=O)OC)=O)=O)C=C1 (2-[(3S,4R)-4-(4-p-nitrobenzyloxycarbonylaminobutyrylthio)-3-methoxy-2-oxoazetidin-1-yl]-2-triphenylphosphoranylideneacetic acid p-nitrobenzyl ester). As a reaction SMILES: S(Cl)(Cl)=O.[N+](C1C=CC(COC(=O)CO)=CC=1)([O-])=O.[C:20]1([P:26]([C:33]2[CH:38]=[CH:37][CH:36]=[CH:35][CH:34]=2)[C:27]2[CH:32]=[CH:31][CH:30]=[CH:29][CH:28]=2)[CH:25]=[CH:24][CH:23]=[CH:22][CH:21]=1.[N+:39]([C:42]1[CH:80]=[CH:79][C:45]([CH2:46][O:47][C:48](=[O:78])[CH:49]([N:51]2[C@H:54]([S:55][C:56](=[O:74])[CH2:57][CH2:58][CH2:59][NH:60][C:61]([O:63][CH2:64][C:65]3[CH:70]=[CH:69][C:68]([N+:71]([O-:73])=[O:72])=[CH:67][CH:66]=3)=[O:62])[C@@H:53]([O:75][CH3:76])[C:52]2=[O:77])Cl)=[CH:44][CH:43]=1)([O-:41])=[O:40]>O1CCCC1.C(Cl)Cl.C(N(CC)CC)C>[N+:39]([C:42]1[CH:43]=[CH:44][C:45]([CH2:46][O:47][C:48](=[O:78])[C:49]([N:51]2[C@H:54]([S:55][C:56](=[O:74])[CH2:57][CH2:58][CH2:59][NH:60][C:61]([O:63][CH2:64][C:65]3[CH:70]=[CH:69][C:68]([N+:71]([O-:73])=[O:72])=[CH:67][CH:66]=3)=[O:62])[C@@H:53]([O:75][CH3:76])[C:52]2=[O:77])=[P:26]([C:20]2[CH:21]=[CH:22][CH:23]=[CH:24][CH:25]=2)([C:27]2[CH:32]=[CH:31][CH:30]=[CH:29][CH:28]=2)[C:33]2[CH:34]=[CH:35][CH:36]=[CH:37][CH:38]=2)=[CH:79][CH:80]=1)([O-:41])=[O:40]. Procedure: Analogously to Example 24, 0.12 ml of thionyl chloride and then 0.23 ml of triethylamine in 0.23 ml of absolute tetrahydrofuran are added to a solution of 606 mg of 2-[(3S,4R)-4-p-nitrobenzyloxycarbonylaminobutyrylthio)-3-methoxy-2-oxoazetidin-1-yl]-2-hydroxyacetic acid p-nitrobenzyl ester in 4.5 ml of absolute tetrahydrofuran. After reacting and working up, 0.54 g of triphenylphosphine is added to the resulting crude 2-[(3S,4R)-4-(4-p-nitrobenzyloxycarbonylaminobutyrylthio)-3-methoxy-2-oxoazeti... The product is COC(CCC1=C(C=C(C=C1)S(=O)(=O)C1=CC=CC=C1)Br)=O (3-(4-benzenesulfonyl-2-bromo-phenyl)-propionic acid methyl ester). Reported procedure: To a solution of (E)-3-(4-benzenesulfonyl-2-bromo-phenyl)-acrylic acid methyl ester (8.52 g) in a mixture EtOH/THF (2/1, 150 mL) was added under N2 atmosphere PtO2 (0.45 g). A balloon filled with H2 was set up and N2 was replaced with H2, the reaction was then stirred for 4 h 30 min. The mixture was filtered and the filtrate was evaporated in vacuo. The residue was purified via flash chromatography (hexane/EtOAc, 85/15) affording 3-(4-benzenesulfonyl-2-bromo-phenyl)-propionic acid methyl ester (... Reactants: COC(\C=C\C1=C(C=C(C=C1)S(=O)(=O)C1=CC=CC=C1)Br)=O ((E)-3-(4-benzenesulfonyl-2-bromo-phenyl)-acrylic acid methyl ester), N#N (N2). Isolated yield 78.6%. Reaction conditions: time 30 minute. The reagents and catalysts are O=[Pt]=O (PtO2). RXN SMILES: [CH3:1][O:2][C:3](=[O:22])/[CH:4]=[CH:5]/[C:6]1[CH:11]=[CH:10][C:9]([S:12]([C:15]2[CH:20]=[CH:19][CH:18]=[CH:17][CH:16]=2)(=[O:14])=[O:13])=[CH:8][C:7]=1[Br:21].N#N>O=[Pt]=O.CCO.C1COCC1>[CH3:1][O:2][C:3](=[O:22])[CH2:4][CH2:5][C:6]1[CH:11]=[CH:10][C:9]([S:12]([C:15]2[CH:16]=[CH:17][CH:18]=[CH:19][CH:20]=2)(=[O:14])=[O:13])=[CH:8][C:7]=1[Br:21] |f:3.4|. Run in CCO.C1CCOC1 (EtOH THF). The reactants are ClC1=CC=C(C=C1)C(CC1=CC=C(C=C1)C(C)(C)C)=O (4'-chloro-2-(4-tert-butylphenyl)acetophenone), O.NN (hydrazine monohydrate). Solvent: C(C)O (ethanol), C(C)O (ethanol). The product is ClC1=CC=C(C=C1)C(CC1=CC=C(C=C1)C(C)(C)C)=NN ([4'-chloro-2-(4-tert-butylphenyl)acetophenone]hydrazone). The yield is 96.0%. As a reaction SMILES: [Cl:1][C:2]1[CH:7]=[CH:6][C:5]([C:8](=O)[CH2:9][C:10]2[CH:15]=[CH:14][C:13]([C:16]([CH3:19])([CH3:18])[CH3:17])=[CH:12][CH:11]=2)=[CH:4][CH:3]=1.O.[NH2:22][NH2:23]>C(O)C>[Cl:1][C:2]1[CH:7]=[CH:6][C:5]([C:8](=[N:22][NH2:23])[CH2:9][C:10]2[CH:15]=[CH:14][C:13]([C:16]([CH3:19])([CH3:18])[CH3:17])=[CH:12][CH:11]=2)=[CH:4][CH:3]=1 |f:1.2|. Reported procedure: 0.7 of magnesium(scraped shape) and 100 mg of a chip of iodine were added to 5 ml of anhydrous diethyl ether. 10 ml of anhydrous diethyl ether solution of 5.6 g of p-bromochlorobenzene was dropwise added thereto under nitrogen stream at a rate that was just fast enough to maintain a gentle reflux. This solution was stirred at room temperature for 20 minutes to react them, a solution of 4.8 g of p-tert-butylphenyl acetonitrile in 5 ml of anhydrous diethyl ether was dropwise added thereto at a rat...